describe an organic reaction: reactants, conditions, products, and yield From a dataset of the Open Reaction Database (ORD), a public repository of structured organic reaction records. Reactants: COC(=O)CCC(C#N)(CCC(=O)O)c1ccncc1, Cl. Product: COC(=O)CCC(CCC(=O)O)c1ccncc1. Reaction SMILES: [CH3:1][O:2][C:3]([CH2:4][CH2:5][C:6]([CH2:7][CH2:8][C:9](=[O:10])[OH:11])([c:12]1[cH:13][cH:14][n:15][cH:16][cH:17]1)[C:18]#[N:19])=[O:20].[ClH:21]>>[CH3:1][O:2][C:3]([CH2:4][CH2:5][CH:6]([CH2:7][CH2:8][C:9](=[O:10])[OH:11])[c:12]1[cH:13][cH:14][n:15][cH:16][cH:17]1)=[O:20]. The reactants are C(C)(=O)C1C(CC(CC1=O)C1=C(C=CC=C1)OC)=O (2-acetyl-5-(2-methoxy-phenyl)-cyclohexane-1,3-dione), NC1=NC=2CC(CC(C2C(=N1)C)=O)C1=CC=C(C=C1)F (2-amino-7-(4-fluoro-phenyl)-4-methyl-7,8-dihydro-6H-quinazolin-5-one). Yields the product NC1=NC=2CC(CC(C2C(=N1)C)=O)C1=C(C=CC=C1)OC (2-Amino-7-(2-methoxy-phenyl)-4-methyl-7,8-dihydro-6H-quinazolin-5-one). RXN SMILES: [C:1]([CH:4]1[C:9](=[O:10])[CH2:8][CH:7]([C:11]2[CH:16]=[CH:15][CH:14]=[CH:13][C:12]=2[O:17][CH3:18])[CH2:6][C:5]1=O)(=O)[CH3:2].[NH2:20][C:21]1[N:30]=C(C)C2C(=O)CC(C3C=CC(F)=CC=3)CC=2[N:22]=1>>[NH2:30][C:21]1[N:22]=[C:1]([CH3:2])[C:4]2[C:9](=[O:10])[CH2:8][CH:7]([C:11]3[CH:16]=[CH:15][CH:14]=[CH:13][C:12]=3[O:17][CH3:18])[CH2:6][C:5]=2[N:20]=1. Reported procedure: The title compound was prepared from 2-acetyl-5-(2-methoxy-phenyl)-cyclohexane-1,3-dione (872 mg, 3.35 mmol), from stage 1, following the procedure describing the synthesis of 2-amino-7-(4-fluoro-phenyl)-4-methyl-7,8-dihydro-6H-quinazolin-5-one (example 3/a stage 2/3) except that the title compound was further purified by recrystallisation in methanol. Starting materials: ClC1=CC2=C(C(C3=NC=CC=C3CS2)N2CCN(CC2)C(=NC#N)SC)C=C1 (Methyl 4-(8-chloro-5,11-dihydro-[1]benzothiepino[4,3-b]pyridin-11-yl)-N-cyano-1-piperazinecarboximidothioate), NCC1=CC=NC=C1 (4-aminomethylpyridine). Run in C(C)#N (acetonitrile). The product is ClC1=CC2=C(C(C3=NC=CC=C3CS2)N2CCN(CC2)C(NC#N)=NCC2=CC=NC=C2)C=C1 (4-(8-Chloro-5,11-dihydro[1]benzothiepino[4,3-b]pyridin-11-yl)-N-cyano-N'-(4-pyridinylmethyl)-1-piperazine-carboximidamide). Yield: 84.7%. As a reaction SMILES: [Cl:1][C:2]1[CH:28]=[CH:27][C:5]2[CH:6]([N:15]3[CH2:20][CH2:19][N:18]([C:21](SC)=[N:22][C:23]#[N:24])[CH2:17][CH2:16]3)[C:7]3[C:12]([CH2:13][S:14][C:4]=2[CH:3]=1)=[CH:11][CH:10]=[CH:9][N:8]=3.[NH2:29][CH2:30][C:31]1[CH:36]=[CH:35][N:34]=[CH:33][CH:32]=1>C(#N)C>[Cl:1][C:2]1[CH:28]=[CH:27][C:5]2[CH:6]([N:15]3[CH2:20][CH2:19][N:18]([C:21](=[N:29][CH2:30][C:31]4[CH:36]=[CH:35][N:34]=[CH:33][CH:32]=4)[NH:22][C:23]#[N:24])[CH2:17][CH2:16]3)[C:7]3[C:12]([CH2:13][S:14][C:4]=2[CH:3]=1)=[CH:11][CH:10]=[CH:9][N:8]=3. Reported procedure: Methyl 4-(8-chloro-5,11-dihydro-[1]benzothiepino[4,3-b]pyridin-11-yl)-N-cyano-1-piperazinecarboximidothioate (200 mg, 0.465 mmol) was dissolved in acetonitrile (1 ml) in a 25 ml flask, and 4-aminomethylpyridine (0.94 ml, 9.30 mmol) was added. The mixture was refluxed for 1.6 hours. The reaction mixture was cooled and then acetonitrile was distilled off. The resulting tar was dissolved in water and CH2Cl2. The layers were separated; the aqueous layer was extracted three times with CH2Cl2. The com... The reactants are C1(=CC=CC=C1)CCCSCCN1C(C2=CC=CC=C2C1=O)=O (2-[2-[(3-phenylpropyl)thio]ethyl]-1H-isoindole-1,3(2H)-dione), O.NN (hydrazine hydrate). Solvent: C(C)O (ethanol). Product: C1(=CC=CC=C1)CCCSCCN (2-[(3-phenylpropyl)thio]ethanamine). RXN SMILES: [C:1]1([CH2:7][CH2:8][CH2:9][S:10][CH2:11][CH2:12][N:13]2C(=O)C3C(=CC=CC=3)C2=O)[CH:6]=[CH:5][CH:4]=[CH:3][CH:2]=1.O.NN>C(O)C>[C:1]1([CH2:7][CH2:8][CH2:9][S:10][CH2:11][CH2:12][NH2:13])[CH:6]=[CH:5][CH:4]=[CH:3][CH:2]=1 |f:1.2|. Procedure details: The product of Example A (33.0 g, 100.6 mmol) was refluxed in ethanol (1 L) in the presence of hydrazine hydrate (20.2 g, 402.4 mmol) for 4.5 hours. The reaction mixture was cooled and filtered. The solid was washed with ethanol. The filtrate and solid were combined and stripped at reduced pressure. The resulting mass was repeatedly triturated with diethyl ether. The ether fractions were combined, filtered, and stripped at reduced pressure to give the title compound as a yellow oil. Procedure details: A solution of 2-bromo-5-nitropyridine (3.11 g, 0.015 mol) and the alkyne prepared in Step (a) (3.0 g, 0.014 mol) in 5.8 mL of triethylamine and 60 mL of acetonitrile is degassed by bubbling in dry nitrogen for 15 minutes, and 0.2 g (0.0003 mol) of bis(triphenylphosphine)palladium chloride and 0.05 g (0.0003 mol) of cuprous iodide are added. The flask is flushed with nitrogen and the mixture is stirred at room temperature for 5 hours. The solvent is removed under reduced pressure, and the residue... Reaction SMILES: Br[C:2]1[CH:7]=[CH:6][C:5]([N+:8]([O-:10])=[O:9])=[CH:4][N:3]=1.N1C=CC=CC=1[CH:17]1[CH2:22][NH:21][CH2:20][CH2:19][N:18]1[CH2:23][CH2:24][C:25]#[CH:26]>C(N(CC)CC)C.C(#N)C.Cl[Pd](Cl)([P](C1C=CC=CC=1)(C1C=CC=CC=1)C1C=CC=CC=1)[P](C1C=CC=CC=1)(C1C=CC=CC=1)C1C=CC=CC=1>[N+:8]([C:5]1[CH:6]=[CH:7][C:2]([C:26]#[C:25][CH2:24][CH2:23][N:18]2[CH2:17][CH2:22][N:21]([C:2]3[CH:7]=[CH:6][CH:5]=[CH:4][N:3]=3)[CH2:20][CH2:19]2)=[N:3][CH:4]=1)([O-:10])=[O:9] |^1:39,58|. The product is [N+](=O)([O-])C=1C=CC(=NC1)C#CCCN1CCN(CC1)C1=NC=CC=C1 (1-[4-(5-Nitro-2-pyridinyl)-3-butynyl]-4-(2-pyridinyl)piperazine). The reactants are BrC1=NC=C(C=C1)[N+](=O)[O-] (2-bromo-5-nitropyridine), N1=C(C=CC=C1)C1N(CCNC1)CCC#C (4-[(2-pyridyl)-1-piperazinyl]-1-butyne), cuprous iodide. Run at time 5 hour. The reagents and catalysts are Cl[Pd]([P](C1=CC=CC=C1)(C2=CC=CC=C2)C3=CC=CC=C3)([P](C4=CC=CC=C4)(C5=CC=CC=C5)C6=CC=CC=C6)Cl (bis(triphenylphosphine)palladium chloride). Solvent: C(C)N(CC)CC (triethylamine), C(C)#N (acetonitrile).